From a dataset of the Open Reaction Database (ORD), a public repository of structured organic reaction records. describe an organic reaction: reactants, conditions, products, and yield The reagents and catalysts are [Ni] (Raney nickel). The solvent is COCCOCCOC (diglyme). Starting materials: FC(C(=CC(F)(F)F)Cl)(F)F (1,1,1,4,4,4-Hexafluoro-2-chloro-2-butene), [OH-].[Na+] (sodium hydroxide). RXN SMILES: [F:1][C:2]([F:11])([F:10])[C:3](Cl)=[CH:4][C:5]([F:8])([F:7])[F:6].[OH-].[Na+]>COCCOCCOC.[Ni]>[F:1][C:2]([F:11])([F:10])[CH2:3][CH2:4][C:5]([F:8])([F:7])[F:6] |f:1.2|. Product: FC(CCC(F)(F)F)(F)F (1,1,1,4,4,4-hexafluorobutane). Procedure: 1,1,1,4,4,4-Hexafluoro-2-chloro-2-butene (199 g, 1 mole) in 800 ml diglyme was hydrogenated in the presence of sodium hydroxide (45 g) and Raney nickel (30 g) at a temperature of 20° to 40° C. and under a pressure of 20 to 40 bar. The solid constituents were filtered off and the filtrate was extracted with water. The organic phase was separated and purified by fractional distillation, giving 125 g (75% of theory) of 1,1,1,4,4,4-hexafluorobutane, boiling point 24°-27° C. at 1013 mbar. The 19F-nmr... The yield is 75.3%. The reactants are resultant mixture, C(CCC)[B-](C1=CC=CC=C1)(C1=CC=CC=C1)C1=CC=CC=C1.[Li+] (lithium butyltriphenylborate), [Br-].C[S+](CC1=CC=C(C=C1)C#N)C (dimethyl-p-cyanobenzylsulfonium bromide). Run in O (water), O (water). Yields the product C[S+](CC1=CC=C(C=C1)C#N)C.C(CCC)[B-](C1=CC=CC=C1)(C1=CC=CC=C1)C1=CC=CC=C1 (dimethyl-p-cyanobenzylsulfonium butyltriphenylborate). Isolated yield 84.8%. Reaction SMILES: [CH2:1]([B-:5]([C:18]1[CH:23]=[CH:22][CH:21]=[CH:20][CH:19]=1)([C:12]1[CH:17]=[CH:16][CH:15]=[CH:14][CH:13]=1)[C:6]1[CH:11]=[CH:10][CH:9]=[CH:8][CH:7]=1)[CH2:2][CH2:3][CH3:4].[Li+].[Br-].[CH3:26][S+:27]([CH3:37])[CH2:28][C:29]1[CH:34]=[CH:33][C:32]([C:35]#[N:36])=[CH:31][CH:30]=1>O>[CH3:26][S+:27]([CH3:37])[CH2:28][C:29]1[CH:34]=[CH:33][C:32]([C:35]#[N:36])=[CH:31][CH:30]=1.[CH2:1]([B-:5]([C:18]1[CH:23]=[CH:22][CH:21]=[CH:20][CH:19]=1)([C:6]1[CH:7]=[CH:8][CH:9]=[CH:10][CH:11]=1)[C:12]1[CH:17]=[CH:16][CH:15]=[CH:14][CH:13]=1)[CH2:2][CH2:3][CH3:4] |f:0.1,2.3,5.6|. Procedure details: An aqueous solution of 4.98 g of lithium butyltriphenylborate in 100 ml of water was added to an aqueous solution of 4.20 g of dimethyl-p-cyanobenzylsulfonium bromide in 100 ml of water, and the resultant mixture was stirred at room temperature for 30 minutes. Then, the reaction mixture was filtered, and the resultant crystal was washed with water and dried to give 6.59 g of dimethyl-p-cyanobenzylsulfonium-butyltriphenylborate as a white crystal. Reactants: C(C)(C)N(CC)C(C)C (diisopropylethylamine), CNC (dimethylamine), ClC=1OC=2C(N1)=C(C(=C(C2F)C2=CC=CC=C2)C)C#N (2-Chloro-7-fluoro-5-methyl-6-phenyl-1,3-benzoxazole-4-cabonitrile). Run in ClCCl (dichloromethane), ClCCl (dichloromethane). Conditions: temperature 60 celsius, time 3 hour. The product is FC=1C(=C(C(=C2N=C(OC21)N(C)C)C#N)C)C2=CC=CC=C2 (7-Fluoro-2-(dimethylamino)-5-methyl-6-phenyl-1,3-benzoxazole-4-carbonitrile). Yield: 87.1%. Reaction SMILES: Cl[C:2]1[O:3][C:4]2[C:5](=[C:7]([C:19]#[N:20])[C:8]([CH3:18])=[C:9]([C:12]3[CH:17]=[CH:16][CH:15]=[CH:14][CH:13]=3)[C:10]=2[F:11])[N:6]=1.[CH:21]([N:24](C(C)C)[CH2:25]C)(C)C.CNC>ClCCl>[F:11][C:10]1[C:9]([C:12]2[CH:17]=[CH:16][CH:15]=[CH:14][CH:13]=2)=[C:8]([CH3:18])[C:7]([C:19]#[N:20])=[C:5]2[C:4]=1[O:3][C:2]([N:24]([CH3:25])[CH3:21])=[N:6]2. Reported procedure: 2-Chloro-7-fluoro-5-methyl-6-phenyl-1,3-benzoxazole-4-cabonitrile (I-130) (0.20 g, 0.70 mmol) was dissolved in dichloromethane (7 ml), then diisopropylethylamine (0.15 ml, 0.88 mmol), dimethylamine (2.0 M tetrahydrofuran solution, 0.50 ml, 1.00 mmol) were added. After stirring in a sealed tube at an external temperature of about 60° C. for 3 hours, this was diluted with dichloromethane. After washing with water and drying over anhydrous sodium sulfate, the solvent was evaporated away under reduc... Reactants: C1(=CC=CC=C1)N1/C(/SCC1=O)=N/C(C)C (3-phenyl-2-[(Z)-isopropylimino]-thiazolidin-4-one), C(C)(=O)[O-].[Na+] (sodium acetate), C(C)(=O)O (acetic acid). The solvent is CC(OCC)=O (EA). Yields the product O1COC2=C1C=CC(=C2)\C=C/2\C(N(/C(/S2)=N/C(C)C)C2=CC=CC=C2)=O (5-benzo[1,3]dioxol-5-ylmeth-(Z)-ylidene-2-[(Z)-isopropylimino]-3-phenyl-thiazolidin-4-one). RXN SMILES: [C:1]1([N:7]2[C:11](=[O:12])[CH2:10][S:9]/[C:8]/2=[N:13]\[CH:14]([CH3:16])[CH3:15])[CH:6]=[CH:5][CH:4]=[CH:3][CH:2]=1.[C:17]([O-:20])(=[O:19])C.[Na+].[C:22](O)(=O)[CH3:23]>CC(=O)OCC>[O:19]1[C:1]2[CH:6]=[CH:5][C:22](/[CH:23]=[C:10]3/[C:11](=[O:12])[N:7]([C:1]4[CH:2]=[CH:3][CH:4]=[CH:5][CH:6]=4)/[C:8](=[N:13]/[CH:14]([CH3:16])[CH3:15])/[S:9]/3)=[CH:3][C:2]=2[O:20][CH2:17]1 |f:1.2|. Reported procedure: A solution of 3-phenyl-2-[(Z)-isopropylimino]-thiazolidin-4-one (150 mg, 0.64 mmol), piperonat (192 mg, 1.28 mmol) and sodium acetate (105 mg, 1.28 mmol) in acetic acid (3 mL) is stirred at 110° C. for 4 h. The dark yellow to brown solution is cooled to rt, diluted with EA (75 mL), washed with sat. aq. NaHCO3, followed by water, and evaporated. The crude product is purified by crystallisation from a small amount of methanol (approx. 5 mL) to give 5-benzo[1,3]dioxol-5-ylmeth-(Z)-ylidene-2-[(Z)-is... Reactants: [Cl-].[NH4+] (ammonium chloride), N1C=C(C2=CC=CC=C12)CC(C(=O)OCC)OC(C)C (Ethyl 3-(1H-indol-3-yl)-2-isopropoxypropionate), BrCC(=O)OC(C)(C)C (t-butyl bromoacetate), [H-].[Na+] (sodium hydride). Solvent: O (water), CN(C=O)C (N,N-dimethylformamide). Conditions: time 30 minute. The product is C(=O)(O)CN1C=C(C2=CC=CC=C12)CC(C(=O)OCC)OC(C)C (Ethyl 3-(1-carboxymethyl-1H-indol-3-yl)-2-isopropoxypropionate). Reaction SMILES: [NH:1]1[C:9]2[C:4](=[CH:5][CH:6]=[CH:7][CH:8]=2)[C:3]([CH2:10][CH:11]([O:17][CH:18]([CH3:20])[CH3:19])[C:12]([O:14][CH2:15][CH3:16])=[O:13])=[CH:2]1.[H-].[Na+].Br[CH2:24][C:25]([O:27]C(C)(C)C)=[O:26].[Cl-].[NH4+]>CN(C)C=O.O>[C:25]([CH2:24][N:1]1[C:9]2[C:4](=[CH:5][CH:6]=[CH:7][CH:8]=2)[C:3]([CH2:10][CH:11]([O:17][CH:18]([CH3:19])[CH3:20])[C:12]([O:14][CH2:15][CH3:16])=[O:13])=[CH:2]1)([OH:27])=[O:26] |f:1.2,4.5|. Procedure: 0.75 g of Ethyl 3-(1H-indol-3-yl)-2-isopropoxypropionate was dissolved in 10 ml of N,N-dimethylformamide, and 0.12 g of 60% sodium hydride was added under ice-cooling. The reaction mixture was stirred at room temperature for 30 minutes, 0.53 ml of t-butyl bromoacetate was added, and stirring was continued at room temperature for 16 hours. The reaction solution was cooled with ice, treated with water and ammonium chloride solution, and extracted with ethyl acetate. The organic layer was washed wi...